Task: describe an organic reaction: reactants, conditions, products, and yield. Dataset: the Open Reaction Database (ORD), a public repository of structured organic reaction records Solvent: CO (methanol). Isolated yield 83.0%. Reported procedure: To a solution of the product of Step 5 (150 mg, 0.289 mmol) in methanol (4 mL) was added HCl (4.0 M in dioxane) (0.072 mL, 0.289 mmol). After 30 minutes, the reaction mixture was concentrated. The residue was purified by preparative HPLC Reverse phase (C-18), eluting with acetonitrile/water+0.05% TFA to give 2-(5-{3-[(4-cyclopropyl-5-fluoropyrimidin-2-yl)-amino]-5-fluorophenyl}-1,3-thiazol-2-yl)propane-1,2-diol (95 mg, 0.24 mmol, 81%). MS ESI: [M+H]+ m/z 405.1. 1H NMR (600 MHz, DMSO-d6) δ9.83 (s... Reaction conditions: time 30 minute. RXN SMILES: [Si]([O:8][CH2:9][C:10]([C:13]1[S:14][C:15]([C:18]2[CH:23]=[C:22]([F:24])[CH:21]=[C:20]([NH:25][C:26]3[N:31]=[C:30]([CH:32]4[CH2:34][CH2:33]4)[C:29]([F:35])=[CH:28][N:27]=3)[CH:19]=2)=[CH:16][N:17]=1)([OH:12])[CH3:11])(C(C)(C)C)(C)C.Cl>CO>[CH:32]1([C:30]2[C:29]([F:35])=[CH:28][N:27]=[C:26]([NH:25][C:20]3[CH:19]=[C:18]([C:15]4[S:14][C:13]([C:10]([OH:12])([CH3:11])[CH2:9][OH:8])=[N:17][CH:16]=4)[CH:23]=[C:22]([F:24])[CH:21]=3)[N:31]=2)[CH2:33][CH2:34]1. Reactants: [Si](C)(C)(C(C)(C)C)OCC(C)(O)C=1SC(=CN1)C1=CC(=CC(=C1)F)NC1=NC=C(C(=N1)C1CC1)F (1-{[tert-butyl(dimethyl)silyl]oxy}-2-(5-{3-[(4-cyclopropyl-5-fluoropyrimidin-2-yl)amino]-5-fluorophenyl}-1,3-thiazol-2-yl)propan-2-ol), Cl (HCl). The product is C1(CC1)C1=NC(=NC=C1F)NC=1C=C(C=C(C1)F)C1=CN=C(S1)C(CO)(C)O (2-(5-{3-[(4-cyclopropyl-5-fluoropyrimidin-2-yl)-amino]-5-fluorophenyl}-1,3-thiazol-2-yl)propane-1,2-diol). As a reaction SMILES: [C:1]([O:5][C:6]([N:8]1[CH2:13][CH2:12][N:11]([C:14]2[CH:19]=[CH:18][C:17]([N:20]3[CH2:24][C@H:23]([CH2:25][OH:26])[O:22][C:21]3=[O:27])=[CH:16][C:15]=2[F:28])[CH2:10][CH2:9]1)=[O:7])([CH3:4])([CH3:3])[CH3:2].O[C:30]1[CH:34]=[CH:33][O:32][N:31]=1.C1(P(C2C=CC=CC=2)C2C=CC=CC=2)C=CC=CC=1.CC(OC(/N=N/C(OC(C)C)=O)=O)C>O1CCCC1>[C:1]([O:5][C:6]([N:8]1[CH2:13][CH2:12][N:11]([C:14]2[CH:19]=[CH:18][C:17]([N:20]3[CH2:24][C@H:23]([CH2:25][O:26][C:30]4[CH:34]=[CH:33][O:32][N:31]=4)[O:22][C:21]3=[O:27])=[CH:16][C:15]=2[F:28])[CH2:10][CH2:9]1)=[O:7])([CH3:4])([CH3:2])[CH3:3]. Isolated yield 87.2%. Run in O1CCCC1 (tetrahydrofuran). Reported procedure: 3-(4-(4-t-Butoxycarbonyl-piperazin-1-yl)-3-fluorophenyl)-5(R)-hydroxymethyloxazolidin-2-one (WO 93/23384; 10 g, 25.3 mmol), 3-hydroxyisoxazole (2.58 g, 30 mmol), and triphenylphosphine (9.95 g, 37.8 mmol) were dissolved in anhydrous tetrahydrofuran (300 ml), and cooled under nitrogen to 4°. Diisopropylazodicarboxylate (6.04 g, 30 mmol) was added dropwise over 10 minutes, and stirring was continued at the same temperature for 2 hours. The mixture was evaporated to dryness, and the residue purifie... Yields the product C(C)(C)(C)OC(=O)N1CCN(CC1)C1=C(C=C(C=C1)N1C(O[C@H](C1)COC1=NOC=C1)=O)F (3-(4-(4-t-Butoxycarbonyl-piperazin-1-yl)-3-fluorophenyl)-5(R)-(isoxazol-3-yloxymethyl)oxazolidin-2-one). Reactants: CC(C)OC(=O)/N=N/C(=O)OC(C)C (Diisopropylazodicarboxylate), C(C)(C)(C)OC(=O)N1CCN(CC1)C1=C(C=C(C=C1)N1C(O[C@H](C1)CO)=O)F (3-(4-(4-t-Butoxycarbonyl-piperazin-1-yl)-3-fluorophenyl)-5(R)-hydroxymethyloxazolidin-2-one), OC1=NOC=C1 (3-hydroxyisoxazole), C1(=CC=CC=C1)P(C1=CC=CC=C1)C1=CC=CC=C1 (triphenylphosphine). Reaction conditions: time 2 hour.